From a dataset of the Open Reaction Database (ORD), a public repository of structured organic reaction records. describe an organic reaction: reactants, conditions, products, and yield Starting materials: BrCC(=O)OCC (ethyl 2-bromoacetate), FC(\C(\C1=C(C=CC=C1)F)=N/[S@@](=O)C(C)(C)C)F ((S,Z)—N-(2,2-difluoro-1-(2-fluorophenyl)ethylidene)-2-methylpropane-2-sulfinamide). Reagents/catalysts: [Cu]Cl (copper(I) chloride), [Zn] (zinc). Solvent: C1CCOC1 (THF), C1CCOC1 (THF), C1CCOC1 (THF). Run at temperature 130 celsius, time 30 minute. The product is CC(C)([S@](=O)N[C@@](CC(=O)OCC)(C(F)F)C1=C(C=CC=C1)F)C ((R)-ethyl 3-((S)-1,1-dimethylethylsulfinamido)-4,4-difluoro-3-(2-fluorophenyl)butanoate). Isolated yield 51.1%. RXN SMILES: Br[CH2:2][C:3]([O:5][CH2:6][CH3:7])=[O:4].[F:8][CH:9]([F:25])/[C:10](=[N:18]\[S@:19]([C:21]([CH3:24])([CH3:23])[CH3:22])=[O:20])/[C:11]1[CH:16]=[CH:15][CH:14]=[CH:13][C:12]=1[F:17]>C1COCC1.[Cu]Cl.[Zn]>[CH3:23][C:21]([CH3:24])([S@@:19]([NH:18][C@:10]([C:11]1[CH:16]=[CH:15][CH:14]=[CH:13][C:12]=1[F:17])([CH:9]([F:25])[F:8])[CH2:2][C:3]([O:5][CH2:6][CH3:7])=[O:4])=[O:20])[CH3:22]. Reported procedure: In a dry flask under an inert atmosphere copper(I) chloride (2.74 g, 27.7 mmol) and activated zinc powder (14.5 g, 221 mmol) were mixed and heated to 130° C. After cooling to r.t. dry THF (80 ml) was added and under stirring the dispersion was heated to reflux for 30 min. The external heating was removed and a solution of ethyl 2-bromoacetate (11.5 g, 7.65 ml, 69.1 mmol) in dry THF (40 ml) was added dropwise in a manner that the temperature was maintained at 55° C. After complete addition stirri...